Dataset: the Open Reaction Database (ORD), a public repository of structured organic reaction records. Task: describe an organic reaction: reactants, conditions, products, and yield Starting materials: ClC1=C(C=CC(=C1)C)S (2-chloro-4-methyl-benzenethiol), BrC1=C(C=CC(=C1)F)I (2-bromo-4-fluoro-1-iodo-benzene). The product is BrC1=C(C=CC(=C1)F)SC1=C(C=C(C=C1)C)Cl (1-Bromo-2-(2-chloro-4-methyl-phenylsulfanyl)-5-fluoro-benzene). Reaction SMILES: [Cl:1][C:2]1[CH:7]=[C:6]([CH3:8])[CH:5]=[CH:4][C:3]=1[SH:9].[Br:10][C:11]1[CH:16]=[C:15]([F:17])[CH:14]=[CH:13][C:12]=1I>>[Br:10][C:11]1[CH:16]=[C:15]([F:17])[CH:14]=[CH:13][C:12]=1[S:9][C:3]1[CH:4]=[CH:5][C:6]([CH3:8])=[CH:7][C:2]=1[Cl:1]. Procedure: Prepared from 2-chloro-4-methyl-benzenethiol and 2-bromo-4-fluoro-1-iodo-benzene. Starting materials: FC(C1=CC=C(C=C1)C=1OC2=C(N1)C=C(C=C2)C2=CCN(CC2)C(=O)OC(C)(C)C)(F)F (Tert-butyl 4-{2-[4-(trifluoromethyl)phenyl]benzo[d]oxazol-5-yl}-5,6-dihydropyridine-1(2H)-carboxylate), OCC1(O)[C@H](O)[C@H](O)[C@H](O)CO1 (Psi). Reagents/catalysts: [Pd] (Pd/C). Run in CO (MeOH), [H][H] (hydrogen). The product is FC(C1=CC=C(C=C1)C=1OC2=C(N1)C=C(C=C2)C2CCN(CC2)C(=O)OC(C)(C)C)(F)F (Tert-butyl 4-{2-[4-(trifluoromethyl)phenyl]benzo[d]oxazol-5-yl}piperidine-1-carboxylate). Yield: 56.0%. As a reaction SMILES: [F:1][C:2]([F:32])([F:31])[C:3]1[CH:8]=[CH:7][C:6]([C:9]2[O:10][C:11]3[CH:17]=[CH:16][C:15]([C:18]4[CH2:23][CH2:22][N:21]([C:24]([O:26][C:27]([CH3:30])([CH3:29])[CH3:28])=[O:25])[CH2:20][CH:19]=4)=[CH:14][C:12]=3[N:13]=2)=[CH:5][CH:4]=1.OCC1(OC[C@@H](O)[C@@H](O)[C@H]1O)O>CO.[H][H].[Pd]>[F:32][C:2]([F:1])([F:31])[C:3]1[CH:8]=[CH:7][C:6]([C:9]2[O:10][C:11]3[CH:17]=[CH:16][C:15]([CH:18]4[CH2:23][CH2:22][N:21]([C:24]([O:26][C:27]([CH3:28])([CH3:29])[CH3:30])=[O:25])[CH2:20][CH2:19]4)=[CH:14][C:12]=3[N:13]=2)=[CH:5][CH:4]=1. Reported procedure: Following the general procedure-1, Tert-butyl 4-{2-[4-(trifluoromethyl)phenyl]benzo[d]oxazol-5-yl}-5,6-dihydropyridine-1(2H)-carboxylate (90 mg) obtained from intermediate 44 (200 mg, 0.51 mmol) and Tert-butyl 4-(trifluoromethylsulfonyloxy)-5,6-dihydropyridine-1(2H)-carboxylate (170 mg, 0.511 mmol). Tert-butyl 4-{2-[4-(trifluoromethyl)phenyl]benzo[d]oxazol-5-yl}-5,6-dihydropyridine-1(2H)-carboxylate (90 mg, 0.2 mmol) dissolved in MeOH (30 ml) and added Pd/C (90 mg). This mixture was stirred in a...